From a dataset of the Open Reaction Database (ORD), a public repository of structured organic reaction records. describe an organic reaction: reactants, conditions, products, and yield Starting materials: C[N+]1([O-])CCOCC1, CCCOc1cc2c(cc1C(C)=C(F)CO)C(C(C)C)=CC(C)(C)O2. Product: CCCOc1cc2c(cc1C(C)=C(F)C=O)C(C(C)C)=CC(C)(C)O2. Reaction SMILES: [CH3:26][N+:27]1([O-:28])[CH2:29][CH2:30][O:31][CH2:32][CH2:33]1.[F:1][C:2]([CH2:3][OH:4])=[C:5]([CH3:6])[c:7]1[cH:8][c:9]2[c:14]([cH:15][c:16]1[O:17][CH2:18][CH2:19][CH3:20])[O:13][C:12]([CH3:21])([CH3:22])[CH:11]=[C:10]2[CH:23]([CH3:24])[CH3:25]>>[F:1][C:2]([CH:3]=[O:4])=[C:5]([CH3:6])[c:7]1[cH:8][c:9]2[c:14]([cH:15][c:16]1[O:17][CH2:18][CH2:19][CH3:20])[O:13][C:12]([CH3:21])([CH3:22])[CH:11]=[C:10]2[CH:23]([CH3:24])[CH3:25]. Starting materials: OCCO, CC(=O)c1ccc(C=C(C)c2ccc3c(c2)C(C)(C)CCC3(C)C)cc1, O, Cc1ccc(S(=O)(=O)O)cc1, c1ccccc1. The product is CC(=Cc1ccc(C2(C)OCCO2)cc1)c1ccc2c(c1)C(C)(C)CCC2(C)C. RXN SMILES: [CH2:38]([CH2:39][OH:40])[OH:41].[CH3:1][C:2]1([CH3:26])[c:3]2[cH:4][cH:5][c:6]([C:14](=[CH:15][c:16]3[cH:17][cH:18][c:19]([C:22]([CH3:23])=[O:24])[cH:20][cH:21]3)[CH3:25])[cH:7][c:8]2[C:9]([CH3:12])([CH3:13])[CH2:10][CH2:11]1.[OH2:42].[c:27]1([CH3:28])[cH:29][cH:30][c:31]([S:32]([OH:33])(=[O:34])=[O:35])[cH:36][cH:37]1.[cH:43]1[cH:44][cH:45][cH:46][cH:47][cH:48]1>>[CH3:1][C:2]1([CH3:26])[c:3]2[cH:4][cH:5][c:6]([C:14](=[CH:15][c:16]3[cH:17][cH:18][c:19]([C:22]4([CH3:23])[O:24][CH2:38][CH2:39][O:40]4)[cH:20][cH:21]3)[CH3:25])[cH:7][c:8]2[C:9]([CH3:12])([CH3:13])[CH2:10][CH2:11]1. The reactants are C(=O)(O)[O-].[Na+] (NaHCO3), Cl.Cl.C1(=CC=CC=C1)[C@@H]1NCCC[C@@H]1N ((2S,3S)-2-Phenylpiperidin-3-amine dihydrochloride), FC1=C(C=O)C=C(C=C1)C(F)(F)F (2-fluoro-5-(trifluoromethyl)benzaldehyde), [BH-](OC(=O)C)(OC(=O)C)OC(=O)C.[Na+] (NaBH(OAc)3). Solvent: C(Cl)Cl (CH2Cl2). Reaction conditions: time 6.5 hour. Product: FC1=C(CN[C@@H]2[C@@H](NCCC2)C2=CC=CC=C2)C=C(C=C1)C(F)(F)F ((2S,3S)-3-(2-fluoro-5-(trifluoromethyl)benzyl)amino-2-phenylpiperidine). RXN SMILES: Cl.Cl.[C:3]1([C@H:9]2[C@@H:14]([NH2:15])[CH2:13][CH2:12][CH2:11][NH:10]2)[CH:8]=[CH:7][CH:6]=[CH:5][CH:4]=1.[F:16][C:17]1[CH:24]=[CH:23][C:22]([C:25]([F:28])([F:27])[F:26])=[CH:21][C:18]=1[CH:19]=O.[BH-](OC(C)=O)(OC(C)=O)OC(C)=O.[Na+].C([O-])(O)=O.[Na+]>C(Cl)Cl>[F:16][C:17]1[CH:24]=[CH:23][C:22]([C:25]([F:26])([F:27])[F:28])=[CH:21][C:18]=1[CH2:19][NH:15][C@H:14]1[CH2:13][CH2:12][CH2:11][NH:10][C@H:9]1[C:3]1[CH:4]=[CH:5][CH:6]=[CH:7][CH:8]=1 |f:0.1.2,4.5,6.7|. Procedure: To a stirred suspension of Compound 1 (150 mg, 0.60 mmol) and 2-fluoro-5-(trifluoromethyl)benzaldehyde (116 mg, 0.60 mmol) in dry CH2Cl2 (6 ml) was added NaBH(OAc)3 (179 mg, 0.84 mmol) portionwise under nitrogen at room temperature. The reaction mixture was stirred at room temperature for 6.5 hr. This was basified with sat. NaHCO3 aq., extracted with CH2Cl2, dried with MgSO4, and concentrated to give crude (2S,3S)-3-(2-fluoro-5-(trifluoromethyl)benzyl)amino-2-phenylpiperidine as a colorless oil....